Dataset: the Open Reaction Database (ORD), a public repository of structured organic reaction records. Task: describe an organic reaction: reactants, conditions, products, and yield The product is OC1=CC=C(C=2C(C3=CC=CC(=C3C(C12)=O)[N+](=O)[O-])=O)N (1-hydroxy-4-amino-8-nitroanthraquinone). Run at time 6 hour. As a reaction SMILES: [N+:1]([C:4]1[C:17]2[C:16](=[O:18])[C:15]3[C:10](=[C:11]([N+:19]([O-])=O)[CH:12]=[CH:13][CH:14]=3)[C:9](=[O:22])[C:8]=2[CH:7]=[CH:6][CH:5]=1)([O-:3])=[O:2].[OH:23]S(O)(=O)=O.O=S(=O)=O.B(O)(O)O.[S]>>[OH:23][C:14]1[C:15]2[C:16](=[O:18])[C:17]3[C:8](=[CH:7][CH:6]=[CH:5][C:4]=3[N+:1]([O-:3])=[O:2])[C:9](=[O:22])[C:10]=2[C:11]([NH2:19])=[CH:12][CH:13]=1 |f:1.2,^3:35|. Starting materials: [S] (sulphur), [N+](=O)([O-])C1=CC=CC=2C(C3=C(C=CC=C3C(C12)=O)[N+](=O)[O-])=O (1,5-dinitroanthraquinone), OS(=O)(=O)O.O=S(=O)=O (oleum), B(O)(O)O (boric acid). Procedure: 50 parts of 1,5-dinitroanthraquinone are heated in 500 parts of 30% strength oleum for 3 hours at 50° C. 25 parts of boric acid are then added with cooling in the course of 20 minutes, the resulting reaction mixture is then cooled down to 15° to 20° C. and 7 parts of sulphur are added to it. After 6 hours' further stirring at 15° to 20° C. the reaction mixture is worked up as indicated. 25.8 parts of 1-hydroxy-4-amino-8-nitroanthraquinone are obtained. Reactants: CC(C)(C)c1ccc(Br)cc1, CC1CNCC(C)N1, Cc1ccccc1, O=C(C=Cc1ccccc1)C=Cc1ccccc1, O=C(C=Cc1ccccc1)C=Cc1ccccc1, O=C(C=Cc1ccccc1)C=Cc1ccccc1, [Pd], [Pd], c1ccc(P(c2ccccc2)c2ccc3ccccc3c2-c2c(P(c3ccccc3)c3ccccc3)ccc3ccccc23)cc1. Product: CC1CN(c2ccc(C(C)(C)C)cc2)CC(C)N1. RXN SMILES: [C:9]([CH3:10])([CH3:11])([CH3:12])[c:13]1[cH:14][cH:15][c:16]([Br:19])[cH:17][cH:18]1.[CH3:1][CH:2]1[NH:3][CH:4]([CH3:8])[CH2:5][NH:6][CH2:7]1.[CH3:66][c:67]1[cH:68][cH:69][cH:70][cH:71][cH:72]1.[O:111]=[C:112]([CH:113]=[CH:114][c:115]1[cH:116][cH:117][cH:118][cH:119][cH:120]1)[CH:121]=[CH:122][c:123]1[cH:124][cH:125][cH:126][cH:127][cH:128]1.[O:75]=[C:76]([CH:77]=[CH:78][c:79]1[cH:80][cH:81][cH:82][cH:83][cH:84]1)[CH:85]=[CH:86][c:87]1[cH:88][cH:89][cH:90][cH:91][cH:92]1.[O:93]=[C:94]([CH:95]=[CH:96][c:97]1[cH:98][cH:99][cH:100][cH:101][cH:102]1)[CH:103]=[CH:104][c:105]1[cH:106][cH:107][cH:108][cH:109][cH:110]1.[Pd:73].[Pd:74].[cH:20]1[cH:21][cH:22][c:23]([P:24]([c:25]2[cH:26][cH:27][c:28]3[c:29]([cH:30][cH:31][cH:32][cH:33]3)[c:34]2-[c:35]2[c:36]3[c:37]([cH:38][cH:39][cH:40][cH:41]3)[cH:42][cH:43][c:44]2[P:45]([c:46]2[cH:47][cH:48][cH:49][cH:50][cH:51]2)[c:52]2[cH:53][cH:54][cH:55][cH:56][cH:57]2)[c:58]2[cH:59][cH:60][cH:61][cH:62][cH:63]2)[cH:64][cH:65]1>>[CH3:1][CH:2]1[NH:3][CH:4]([CH3:8])[CH2:5][N:6]([c:16]2[cH:15][cH:14][c:13]([C:9]([CH3:10])([CH3:11])[CH3:12])[cH:18][cH:17]2)[CH2:7]1. Starting materials: BrC1=CC=C(C=C1)C1=NC=C(C=C1)CCC=O (3-[2-(p-Bromophenyl)-5-pyridyl]propionaldehyde), ( b ), ( a ), BrC1=CC=C(C=C1)C1=NC=C(C=C1)CCC=COC (2-(p-bromophenyl)-5-(4-methoxy-3-butenyl)pyridine). Yields the product BrC1=CC=C(C=C1)C1=NC=C(C=C1)CCCC=O (4-[2-(p-bromophenyl)-5-pyridyl]butyraldehyde). RXN SMILES: BrC1C=CC(C2C=CC(CCC=O)=CN=2)=CC=1.[Br:18][C:19]1[CH:24]=[CH:23][C:22]([C:25]2[CH:30]=[CH:29][C:28]([CH2:31][CH2:32][CH:33]=[CH:34][O:35]C)=[CH:27][N:26]=2)=[CH:21][CH:20]=1>>[Br:18][C:19]1[CH:20]=[CH:21][C:22]([C:25]2[CH:30]=[CH:29][C:28]([CH2:31][CH2:32][CH2:33][CH:34]=[O:35])=[CH:27][N:26]=2)=[CH:23][CH:24]=1. Reported procedure: 3-[2-(p-Bromophenyl)-5-pyridyl]propionaldehyde is converted in an analogous manner to paragraph (a) into 2-(p-bromophenyl)-5-(4-methoxy-3-butenyl)pyridine and this is then hydrolyzed in an analogous manner to paragraph (b) to give 4-[2-(p-bromophenyl)-5-pyridyl]butyraldehyde. The reactants are OCCNC(=O)NC1=CC=C(C=C1)[N+](=O)[O-] (N-(2-hydroxyethyl)-N'-(4-nitrophenyl)urea), C(CC(=O)OCC)(=O)OCC (diethyl malonate), [O-]CC.[Na+] (Sodium ethoxide). The solvent is C(C)O (ethanol), C(C)O (ethanol). The product is OCCN1C(=O)NC(=O)CC1=O (N-(2-hydroxyethyl)barbituric acid). Yield: 96.0%. As a reaction SMILES: [OH:1][CH2:2][CH2:3][NH:4][C:5]([NH:7]C1C=CC([N+]([O-])=O)=CC=1)=[O:6].[C:17]([O:25]CC)(=O)[CH2:18][C:19]([O:21]CC)=O.[O-]CC.[Na+]>C(O)C>[OH:1][CH2:2][CH2:3][N:4]1[C:17](=[O:25])[CH2:18][C:19](=[O:21])[NH:7][C:5]1=[O:6] |f:2.3|. Reported procedure: In a 1 liter round-bottom flask equipped with an overhead stirrer and reflux condenser was placed N-(2-hydroxyethyl)-N'-(4-nitrophenyl)urea (40.0 grams, 0.178 mol), diethyl malonate (71.2 grams, 0.445 mol), and ethanol (560 mL). Sodium ethoxide in ethanol (21 wt %, 69.2 grams, 0.214 mol) was added and the reaction mixture was heated to reflux for 6 hours. The reaction mixture was cooled and the ethanol was removed under vacuum. Methylene chloride (500 mL) and water (500 mL) were added. The layer... Starting materials: CCCC1CC(=O)C2=C(C1)NC(C)=C(C#N)C2c1cc(Br)c(NCc2ccccc2[N+](=O)[O-])c(NS(=O)(=O)CCC)c1, C1CCOC1, CC(=O)O, [Zn]. The product is CCCC1CC(=O)C2=C(C1)NC(C)=C(C#N)C2c1cc(Br)c(NCc2ccccc2N)c(NS(=O)(=O)CCC)c1. Reaction SMILES: [Br:1][c:2]1[c:3]([NH:32][CH2:33][c:34]2[c:35]([N+:40]([O-:41])=[O:42])[cH:36][cH:37][cH:38][cH:39]2)[c:4]([NH:25][S:26](=[O:27])(=[O:28])[CH2:29][CH2:30][CH3:31])[cH:5][c:6]([CH:8]2[C:9]([C:23]#[N:24])=[C:10]([CH3:22])[NH:11][C:12]3=[C:17]2[C:16](=[O:18])[CH2:15][CH:14]([CH2:19][CH2:20][CH3:21])[CH2:13]3)[cH:7]1.[CH2:47]1[O:48][CH2:49][CH2:50][CH2:51]1.[CH3:43][C:44](=[O:45])[OH:46].[Zn:52]>>[Br:1][c:2]1[c:3]([NH:32][CH2:33][c:34]2[c:35]([NH2:40])[cH:36][cH:37][cH:38][cH:39]2)[c:4]([NH:25][S:26](=[O:27])(=[O:28])[CH2:29][CH2:30][CH3:31])[cH:5][c:6]([CH:8]2[C:9]([C:23]#[N:24])=[C:10]([CH3:22])[NH:11][C:12]3=[C:17]2[C:16](=[O:18])[CH2:15][CH:14]([CH2:19][CH2:20][CH3:21])[CH2:13]3)[cH:7]1. Starting materials: CN(CCCCl)C (3-(dimethyiamino)propyl chloride), FC1=CC=C(C=C1)C1OCC2=CC(=CC=C12)C#N (1-(4′-fluorophenyl)-1,3-dihydroisobenzofuran-5-carbonitrile), [Br-] (bromide), amine, [H-].[Na+] (sodium hydride), paraffin. Run in C1(=CC=CC=C1)C (toluene), CN(C=O)C (N,N-dimethylformamide). Reaction conditions: temperature 62.5 celsius, time 7 hour. Product: CN(CCCC1(OCC2=CC(=CC=C12)C#N)C1=CC=C(C=C1)F)C (1-(3-(dimethylamino)propyl)-1-(4′-fluorophenyl)-1,3-dihydroisobenzofuran-5-carbonitrile). Isolated yield 66.1%. As a reaction SMILES: [F:1][C:2]1[CH:7]=[CH:6][C:5]([CH:8]2[C:16]3[C:11](=[CH:12][C:13]([C:17]#[N:18])=[CH:14][CH:15]=3)[CH2:10][O:9]2)=[CH:4][CH:3]=1.[Br-].[CH3:20][N:21]([CH3:26])[CH2:22][CH2:23][CH2:24]Cl.[H-].[Na+]>CN(C)C=O.C1(C)C=CC=CC=1>[CH3:20][N:21]([CH3:26])[CH2:22][CH2:23][CH2:24][C:8]1([C:5]2[CH:6]=[CH:7][C:2]([F:1])=[CH:3][CH:4]=2)[C:16]2[C:11](=[CH:12][C:13]([C:17]#[N:18])=[CH:14][CH:15]=2)[CH2:10][O:9]1 |f:3.4|. Reported procedure: Under nitrogen atmosphere, to a solution of 1-(4′-fluorophenyl)-1,3-dihydroisobenzofuran-5-carbonitrile (3.0 g) in N,N-dimethylformamide (15 ml) were added tetra n-butfylammonium bromide (0.12 g) and N,N,N′,N′-tetramethylethylened amine (2.92 g). Thereto was added dropwise a solution of 3-(dimethyiamino)propyl chloride (2.0 g) in toluene (12 ml), and then a suspension of 60% sodium hydride (0.58 g) and liquid paraffin (1.5 ml) over 1.5 hr. The mixture was stirred at 61-64° C. for 7 hr. The react... The reactants are ClC1=NC=CC(=N1)C=1C=C(C=O)C=CC1 (3-(2-Chloro-pyrimidin-4-yl)-benzaldehyde), C(C)N (ethylamine), 248. Product: ClC1=NC=CC(=N1)C=1C=C(CNCC)C=CC1 ([3-(2-chloro-pyrimidin-4-yl)-benzyl]-ethyl-amine). Reaction SMILES: [Cl:1][C:2]1[N:7]=[C:6]([C:8]2[CH:9]=[C:10]([CH:13]=[CH:14][CH:15]=2)[CH:11]=O)[CH:5]=[CH:4][N:3]=1.[CH2:16]([NH2:18])[CH3:17]>>[Cl:1][C:2]1[N:7]=[C:6]([C:8]2[CH:9]=[C:10]([CH:13]=[CH:14][CH:15]=2)[CH2:11][NH:18][CH2:16][CH3:17])[CH:5]=[CH:4][N:3]=1. Reported procedure: Intermediate 1 was coupled with ethylamine following procedure B. LC-MS showed the product had the expected M+H+ of 248.